Dataset: the Open Reaction Database (ORD), a public repository of structured organic reaction records. Task: describe an organic reaction: reactants, conditions, products, and yield Reactants: [BH4-].[Na+] (Sodium borohydride), O (Water), C(C)(C)OC1=C(C=C(C=C1)S(=O)(=O)N)[N+](=O)[O-] (4-Isopropoxy-3-nitro-benzenesulfonamide), [BH4-].[Na+] (sodium borohydride). Reagents/catalysts: O.O.O.O.O.O.[Ni](Cl)Cl (nickel (II) chloride hexahydrate). Solvent: CO (methanol). Reaction conditions: temperature 23 celsius, time 30 minute. Yields the product NC=1C=C(C=CC1OC(C)C)S(=O)(=O)N (3-Amino-4-isopropoxy-benzenesulfonamide). As a reaction SMILES: [BH4-].[Na+].[CH:3]([O:6][C:7]1[CH:12]=[CH:11][C:10]([S:13]([NH2:16])(=[O:15])=[O:14])=[CH:9][C:8]=1[N+:17]([O-])=O)([CH3:5])[CH3:4].O>CO.O.O.O.O.O.O.[Ni](Cl)Cl>[NH2:17][C:8]1[CH:9]=[C:10]([S:13]([NH2:16])(=[O:14])=[O:15])[CH:11]=[CH:12][C:7]=1[O:6][CH:3]([CH3:5])[CH3:4] |f:0.1,5.6.7.8.9.10.11|. Procedure details: Sodium borohydride (1.88 g, 49.6 mmol) was added slowly to a solution of nickel (II) chloride hexahydrate (3.93 g, 16.5 mmol) in methanol (60 mL) at 0° C. and the resulting black suspension was stirred for 30 min at 23° C. The mixture was cooled to 0° C. and 4-isopropoxy-3-nitro-benzenesulfonamide (8.6 g, 33.0 mmol, example 2, step c) was added followed by sodium borohydride (4.38 g, 115.6 mmol). The resulting black suspension was stirred for 30 min at 23° C. Water was added to the reaction mixt... Reactants: C(O)([O-])=O.[Na+] (sodium hydrogen carbonate), BrC=1C=C2C=NN(C2=C(C1)C)C (5-bromo-1,7-dimethyl-1H-indazole), CON(C(=O)C1=NC=NC(=C1)Cl)C (6-chloro-pyrimidine-4-carboxylic acid methoxy-methyl-amide), C(CCC)[Li] (n-butyllithium). The solvent is C1CCOC1 (THF). Run at temperature -75 celsius, time 1 hour. Product: ClC1=CC(=NC=N1)C(=O)C=1C=C2C=NN(C2=C(C1)C)C ((6-chloro-pyrimidin-4-yl)-(1,7-dimethyl-1H-indazol-5-yl)-methanone). Reaction SMILES: Br[C:2]1[CH:3]=[C:4]2[C:8](=[C:9]([CH3:11])[CH:10]=1)[N:7]([CH3:12])[N:6]=[CH:5]2.C([Li])CCC.CON(C)[C:21]([C:23]1[CH:28]=[C:27]([Cl:29])[N:26]=[CH:25][N:24]=1)=[O:22].C(=O)([O-])O.[Na+]>C1COCC1>[Cl:29][C:27]1[N:26]=[CH:25][N:24]=[C:23]([C:21]([C:2]2[CH:3]=[C:4]3[C:8](=[C:9]([CH3:11])[CH:10]=2)[N:7]([CH3:12])[N:6]=[CH:5]3)=[O:22])[CH:28]=1 |f:3.4|. Procedure details: Under an argon atmosphere 0.450 g (2.00 mmol) 5-bromo-1,7-dimethyl-1H-indazole in 25 mL THF were cooled to −75° C., combined with 1.40 mL (2.24 mmol) of a 1.6 molar n-butyllithium solution and stirred for 1 h at −75° C. Then 0.480 g (2.14 mmol) 6-chloro-pyrimidine-4-carboxylic acid methoxy-methyl-amide were added dropwise. The mixture was brought to 0° C. and stirred for a further hour. Then saturated sodium hydrogen carbonate solution was stirred in, the mixture was extracted with EtOAc, the or... Reactants: [Cl-].[Al+3].[Cl-].[Cl-] (aluminum chloride), C1(=CC=CC=C1)C(C1=CC=CC=C1)OC(=O)C1=C(CS[C@H]2N1C([C@H]2NC(\C(=N/OC(C)(C)C(=O)OC(C)(C)C)\C=2N=C(SC2)NC(=O)OC(C)(C)C)=O)=O)SC(SC=2N=NNC2)C(C2=CC=CC=C2)(C2=CC=CC=C2)C2=CC=CC=C2 (7β-[(Z)-2-(2-t-butoxycarbonylaminothiazol-4-yl)-2-(1-t-butoxycarbonyl-1-methylethoxyimino)acetamido]-3-(trityl-1,2,3-triazol-4-ylthiomethylthio)-3-cephem-4-carboxylic acid diphenylmethyl ester), Cl (hydrochloric acid). The solvent is C1(=CC=CC=C1)OC (anisole), O (water), C1(=CC=CC=C1)OC (anisole), [N+](=O)([O-])C (nitro- methane). Reaction conditions: time 1 hour. Yields the product NC=1SC=C(N1)/C(/C(=O)N[C@H]1[C@@H]2N(C(=C(CS2)SCSC=2N=NNC2)C(=O)O)C1=O)=N/OC(C)(C)C(=O)O (7β-[(Z)-2-(2-aminothiazol-4-yl)-2-(1-carboxy-1-methylethoxyimino)acetamido]-3-(1,2,3-triazol-4-ylthiomethylthio)-3-cephem-4-carboxylic acid). Isolated yield 70.5%. As a reaction SMILES: C1(C([O:14][C:15]([C:17]2[N:22]3[C:23](=[O:54])[C@@H:24]([NH:25][C:26](=[O:53])/[C:27](/[C:40]4[N:41]=[C:42]([NH:45]C(OC(C)(C)C)=O)[S:43][CH:44]=4)=[N:28]\[O:29][C:30]([C:33]([O:35]C(C)(C)C)=[O:34])([CH3:32])[CH3:31])[C@H:21]3[S:20][CH2:19][C:18]=2[S:55][CH:56](C(C2C=CC=CC=2)(C2C=CC=CC=2)C2C=CC=CC=2)[S:57][C:58]2[N:59]=[N:60][NH:61][CH:62]=2)=[O:16])C2C=CC=CC=2)C=CC=CC=1.[Cl-].[Al+3].[Cl-].[Cl-].Cl>C1(OC)C=CC=CC=1.[N+](C)([O-])=O.O>[NH2:45][C:42]1[S:43][CH:44]=[C:40](/[C:27](=[N:28]/[O:29][C:30]([C:33]([OH:35])=[O:34])([CH3:31])[CH3:32])/[C:26]([NH:25][C@@H:24]2[C:23](=[O:54])[N:22]3[C:17]([C:15]([OH:16])=[O:14])=[C:18]([S:55][CH2:56][S:57][C:58]4[N:59]=[N:60][NH:61][CH:62]=4)[CH2:19][S:20][C@H:21]23)=[O:53])[N:41]=1 |f:1.2.3.4|. Procedure details: To a solution of 7β-[(Z)-2-(2-t-butoxycarbonylaminothiazol-4-yl)-2-(1-t-butoxycarbonyl-1-methylethoxyimino)acetamido]-3-(trityl-1,2,3-triazol-4-ylthiomethylthio)-3-cephem-4-carboxylic acid diphenylmethyl ester (822 mg: 0.706 mMol.) in a mixture of anisole (3 ml) and nitro- methane (12 ml) at -40° C. is added a solution of aluminum chloride (0.75 g: 5.64 mMol.) in anisole (3 ml), and the mixture is stirred at -30° to -40° C. for 1 hour. The reaction mixture is mixed with 1N-hydrochloric acid (5.7... Reactants: C1(=CC=C(C=C1)S(=O)(=O)O)C.C1(=CC=C(C=C1)S(=O)(=O)O)C.NC1[C@@H]2N(C(C3(CCN(CC3)C)S2)C(=O)OCC2=CC=CC=C2)C1=O (benzyl 6-amino-1'-methyl-spiro[penam-2,4'-piperidine]-3-carboxylate di-p-toluenesulfonate), [H][H] (hydrogen). The reagents and catalysts are [Pd] (palladium on carbon). Solvent: C(C)O (ethanol). Reaction conditions: time 90 minute. Yields the product C1(=CC=C(C=C1)S(=O)(=O)O)C.C1(=CC=C(C=C1)S(=O)(=O)O)C.NC1[C@@H]2N(C(C3(CCN(CC3)C)S2)C(=O)O)C1=O (6-amino-1'-methyl-spiro[penam-2,4'-piperidine]-3-carboxylic acid di-p-toluenesulfonate). Isolated yield 82.6%. Reaction SMILES: [C:1]1([CH3:11])[CH:6]=[CH:5][C:4]([S:7]([OH:10])(=[O:9])=[O:8])=[CH:3][CH:2]=1.[C:12]1([CH3:22])[CH:17]=[CH:16][C:15]([S:18]([OH:21])(=[O:20])=[O:19])=[CH:14][CH:13]=1.[NH2:23][CH:24]1[C:46](=[O:47])[N:26]2[CH:27]([C:36]([O:38]CC3C=CC=CC=3)=[O:37])[C:28]3([S:35][C@H:25]12)[CH2:33][CH2:32][N:31]([CH3:34])[CH2:30][CH2:29]3.[H][H]>C(O)C.[Pd]>[C:1]1([CH3:11])[CH:2]=[CH:3][C:4]([S:7]([OH:10])(=[O:8])=[O:9])=[CH:5][CH:6]=1.[C:12]1([CH3:22])[CH:13]=[CH:14][C:15]([S:18]([OH:21])(=[O:19])=[O:20])=[CH:16][CH:17]=1.[NH2:23][CH:24]1[C:46](=[O:47])[N:26]2[CH:27]([C:36]([OH:38])=[O:37])[C:28]3([S:35][C@H:25]12)[CH2:33][CH2:32][N:31]([CH3:34])[CH2:30][CH2:29]3 |f:0.1.2,6.7.8|. Reported procedure: A solution of 2.5 g (0.00354 mole) of benzyl 6-amino-1'-methyl-spiro[penam-2,4'-piperidine]-3-carboxylate di-p-toluenesulfonate (obtained in 8.1) in 1.5 liter of ethanol is subjected to hydrogenolysis in a Parr's apparatus under 3.2 kg/cm2 of hydrogen in the presence of 2 g of palladium on carbon (10% Pd). After 90 minutes, the reaction mixture is filtered and the filtrate is evaporated to dryness and lyophilized in 600 ml of water. 1.8 g of 6-amino-1'-methyl-spiro[penam-2,4'-piperidine]-3-carbo... The reactants are N#Cc1cccc2c1CCC2O, Cc1ccc(S(=O)(=O)O)cc1. The product is N#Cc1cccc2c1CCC2. Reaction SMILES: [OH:1][CH:2]1[CH2:3][CH2:4][c:5]2[c:6]([C:11]#[N:12])[cH:7][cH:8][cH:9][c:10]21.[c:13]1([CH3:14])[cH:15][cH:16][c:17]([S:18]([OH:19])(=[O:20])=[O:21])[cH:22][cH:23]1>>[CH2:2]1[CH2:3][CH2:4][c:5]2[c:6]([C:11]#[N:12])[cH:7][cH:8][cH:9][c:10]21. Reactants: [Br-], c1ccc(OCC2CO2)cc1, CC[P+](c1ccccc1)(c1ccccc1)c1ccccc1, CCC(C)(C)c1cc(C(=O)c2ccccc2)c(O)cc1O, Cc1ccccc1C. Yields the product CCC(C)(C)c1cc(C(=O)c2ccccc2)c(O)cc1OCC(O)COc1ccccc1. Reaction SMILES: [Br-:33].[CH2:22]([CH:23]1[CH2:24][O:25]1)[O:26][c:27]1[cH:28][cH:29][cH:30][cH:31][cH:32]1.[CH2:34]([P+:35]([c:36]1[cH:37][cH:38][cH:39][cH:40][cH:41]1)([c:42]1[cH:43][cH:44][cH:45][cH:46][cH:47]1)[c:48]1[cH:49][cH:50][cH:51][cH:52][cH:53]1)[CH3:54].[OH:1][c:2]1[c:3]([C:4](=[O:5])[c:6]2[cH:7][cH:8][cH:9][cH:10][cH:11]2)[cH:12][c:13]([C:17]([CH2:18][CH3:19])([CH3:20])[CH3:21])[c:14]([OH:16])[cH:15]1.[c:55]1([CH3:56])[c:57]([CH3:58])[cH:59][cH:60][cH:61][cH:62]1>>[OH:1][c:2]1[c:3]([C:4](=[O:5])[c:6]2[cH:7][cH:8][cH:9][cH:10][cH:11]2)[cH:12][c:13]([C:17]([CH2:18][CH3:19])([CH3:20])[CH3:21])[c:14]([O:16][CH2:24][CH:23]([CH2:22][O:26][c:27]2[cH:28][cH:29][cH:30][cH:31][cH:32]2)[OH:25])[cH:15]1.